This data is from the Open Reaction Database (ORD), a public repository of structured organic reaction records. The task is: describe an organic reaction: reactants, conditions, products, and yield The reactants are CC(=O)O[BH-](OC(C)=O)OC(C)=O, CCCN, CO, ClCCl, [Na+], O=Cc1ccc(C(Cl)=C(Cl)Cl)cc1O. The product is CCCNCc1ccc(C(Cl)=C(Cl)Cl)cc1O. RXN SMILES: [C:19]([O:20][BH-:21]([O:22][C:23](=[O:24])[CH3:25])[O:26][C:27](=[O:28])[CH3:29])(=[O:30])[CH3:31].[CH2:15]([CH2:16][CH3:17])[NH2:18].[CH3:36][OH:37].[Cl:33][CH2:34][Cl:35].[Na+:32].[OH:1][c:2]1[c:3]([CH:4]=[O:5])[cH:6][cH:7][c:8]([C:10](=[C:11]([Cl:12])[Cl:13])[Cl:14])[cH:9]1>>[OH:1][c:2]1[c:3]([CH2:4][NH:18][CH2:15][CH2:16][CH3:17])[cH:6][cH:7][c:8]([C:10](=[C:11]([Cl:12])[Cl:13])[Cl:14])[cH:9]1. Reactants: NC=1C=C(C=NC1)C(=O)C1=CN(C2=C1C=NC=C2)C(CO[Si](C)(C)C(C)(C)C)(C)C ((5-aminopyridin-3-yl)[1-(2-{[tert-butyl(dimethyl)silyl]oxy}-1,1-dimethylethyl)-1H-pyrrolo[3,2-c]pyridin-3-yl]methanone), FC(C=1C=C(C=CC1)CC(=O)O)(F)F (3-trifluoromethylphenylacetic acid), CCN(C(C)C)C(C)C (DIPEA). Product: OCC(C)(C)N1C=C(C=2C=NC=CC21)C(=O)C=2C=C(C=NC2)NC(CC2=CC(=CC=C2)C(F)(F)F)=O (N-(5-{[1-(1-hydroxy-2-methylpropan-2-yl)-1H-pyrrolo[3,2-c]pyridin-3-yl]carbonyl}pyridin-3-yl)-2-[3-(trifluoromethyl)phenyl]acetamide). As a reaction SMILES: [NH2:1][C:2]1[CH:3]=[C:4]([C:8]([C:10]2[C:14]3[CH:15]=[N:16][CH:17]=[CH:18][C:13]=3[N:12]([C:19]([CH3:30])([CH3:29])[CH2:20][O:21][Si](C(C)(C)C)(C)C)[CH:11]=2)=[O:9])[CH:5]=[N:6][CH:7]=1.[F:31][C:32]([F:44])([F:43])[C:33]1[CH:34]=[C:35]([CH2:39][C:40](O)=[O:41])[CH:36]=[CH:37][CH:38]=1.CCN(C(C)C)C(C)C>>[OH:21][CH2:20][C:19]([N:12]1[C:13]2[CH:18]=[CH:17][N:16]=[CH:15][C:14]=2[C:10]([C:8]([C:4]2[CH:3]=[C:2]([NH:1][C:40](=[O:41])[CH2:39][C:35]3[CH:36]=[CH:37][CH:38]=[C:33]([C:32]([F:43])([F:31])[F:44])[CH:34]=3)[CH:7]=[N:6][CH:5]=2)=[O:9])=[CH:11]1)([CH3:29])[CH3:30]. Procedure details: Prepared according to Method 1 (Example 19) using (5-aminopyridin-3-yl)[1-(2-{[tert-butyl(dimethyl)silyl]oxy}-1,1-dimethylethyl)-1H-pyrrolo[3,2-c]pyridin-3-yl]methanone (Preparation 28), 3-trifluoromethylphenylacetic acid and DIPEA. The residue was purified using silica gel column chromatography eluting with 80% EtOAc in hexane followed by acid deprotection using 10% HCl in dioxane at room temperature for 18 hours. The reaction was concentrated in vacuo and purified using preparative HPLC to aff... Starting materials: FC1=C(C(=C(C(=C1B(C1=C(C(=C(C(=C1F)F)F)F)F)C1=C(C(=C(C(=C1F)F)F)F)F)F)F)F)F (tris(pentafluorophenyl)borane), FC1=C(C(=C(C(=C1B(C1=C(C(=C(C(=C1F)F)F)F)F)C1=C(C(=C(C(=C1F)F)F)F)F)F)F)F)F (tris(pentafluorophenyl)borane), S(=O)(=O)([O-])[O-].[Al+3].S(=O)(=O)([O-])[O-].S(=O)(=O)([O-])[O-].[Al+3] (aluminum sulfate), S(=O)(=O)([O-])[O-].[Al+3].S(=O)(=O)([O-])[O-].S(=O)(=O)([O-])[O-].[Al+3] (aluminum sulfate), O (water). Run in C1(=CC=CC=C1)C (toluene). Product: FC1=C(C(=C(C(=C1B(O)C1=C(C(=C(C(=C1F)F)F)F)F)F)F)F)F (bis(pentafluorophenyl)borinic acid). RXN SMILES: S([O-])([O-])(=O)=O.[Al+3].S([O-])([O-])(=O)=O.S([O-])([O-])(=O)=O.[Al+3].[OH2:18].[F:19][C:20]1[C:25]([B:26](C2C(F)=C(F)C(F)=C(F)C=2F)[C:27]2[C:32]([F:33])=[C:31]([F:34])[C:30]([F:35])=[C:29]([F:36])[C:28]=2[F:37])=[C:24]([F:49])[C:23]([F:50])=[C:22]([F:51])[C:21]=1[F:52]>C1(C)C=CC=CC=1>[F:19][C:20]1[C:25]([B:26]([C:27]2[C:32]([F:33])=[C:31]([F:34])[C:30]([F:35])=[C:29]([F:36])[C:28]=2[F:37])[OH:18])=[C:24]([F:49])[C:23]([F:50])=[C:22]([F:51])[C:21]=1[F:52] |f:0.1.2.3.4|. Procedure: Moreover, that patent also discloses a method in which aluminum sulfate 18 hydrate is used instead of water. Specifically, aluminum sulfate 18 hydrate containing water of 1.77 molar equivalent vs. tris(pentafluorophenyl)borane is added to a toluene solution of tris(pentafluorophenyl)borane. After the solution is refluxed, insoluble aluminum sulfate is separated from the reaction mixture. A solvent of the filtrate is removed in vacuo. Toluene is added to the thus obtained residues. After stirring... Reactants: O=C(CBr)c1ccccc1, C[O-], CCOCC, CCO, [Na+], SCc1ccncc1. Yields the product O=C(CSCc1ccncc1)c1ccccc1. As a reaction SMILES: [Br:15][CH2:16][C:17](=[O:18])[c:19]1[cH:20][cH:21][cH:22][cH:23][cH:24]1.[CH3:1][O-:2].[CH3:25][CH2:26][O:27][CH2:28][CH3:29].[CH3:4][CH2:5][OH:6].[Na+:3].[cH:7]1[cH:8][c:9]([CH2:13][SH:14])[cH:10][cH:11][n:12]1>>[cH:7]1[cH:8][c:9]([CH2:13][S:14][CH2:16][C:17](=[O:18])[c:19]2[cH:20][cH:21][cH:22][cH:23][cH:24]2)[cH:10][cH:11][n:12]1. Reactants: FC1=CC=C(CN2N3C(C(=C(C2=O)C2=NS(C4=C(N2)C=CC(=C4)I)(=O)=O)O)=CC=C3)C=C1 (1-(4-Fluoro-benzyl)-4-hydroxy-3-(7-iodo-1,1-dioxo-1,4-dihydro-1λ6-benzo[1,2,4]thiadiazin-3-yl)-pyrrolo[1,2-b]pyridazin-2-one), P(=O)([O-])([O-])[O-].[K+].[K+].[K+] (potassium phosphate), N(C)CC(=O)O (sarcosine), CS(=O)(=O)N (methanesulfonamide). The reagents and catalysts are [Cu]I (copper(I) iodide). Run in CN(C=O)C (N,N-dimethylformamide), C(C)OCC (diethyl ether), CO (methanol), C(C)(=O)OCC (ethyl acetate). Run at temperature 100 celsius. Yields the product FC1=CC=C(CN2N3C(C(=C(C2=O)C2=NS(C4=C(N2)C=CC(=C4)NS(=O)(=O)C)(=O)=O)O)=CC=C3)C=C1 (N-{3-[1-(4-fluoro-benzyl)-4-hydroxy-2-oxo-1,2-dihydro-pyrrolo[1,2-b]pyridazin-3-yl]-1,1-dioxo-1,4-dihydro-1λ6-benzo[1,2,4]thiadiazin-7-yl}-methanesulfonamide). Yield: 46.2%. As a reaction SMILES: [F:1][C:2]1[CH:32]=[CH:31][C:5]([CH2:6][N:7]2[C:12](=[O:13])[C:11]([C:14]3[NH:19][C:18]4[CH:20]=[CH:21][C:22](I)=[CH:23][C:17]=4[S:16](=[O:26])(=[O:25])[N:15]=3)=[C:10]([OH:27])[C:9]3=[CH:28][CH:29]=[CH:30][N:8]23)=[CH:4][CH:3]=1.P([O-])([O-])([O-])=O.[K+].[K+].[K+].N(CC(O)=O)C.[CH3:47][S:48]([NH2:51])(=[O:50])=[O:49]>CN(C)C=O.C(OCC)(=O)C.[Cu]I.C(OCC)C.CO>[F:1][C:2]1[CH:32]=[CH:31][C:5]([CH2:6][N:7]2[C:12](=[O:13])[C:11]([C:14]3[NH:19][C:18]4[CH:20]=[CH:21][C:22]([NH:51][S:48]([CH3:47])(=[O:50])=[O:49])=[CH:23][C:17]=4[S:16](=[O:26])(=[O:25])[N:15]=3)=[C:10]([OH:27])[C:9]3=[CH:28][CH:29]=[CH:30][N:8]23)=[CH:4][CH:3]=1 |f:1.2.3.4|. Reported procedure: 1-(4-Fluoro-benzyl)-4-hydroxy-3-(7-iodo-1,1-dioxo-1,4-dihydro-1λ6-benzo[1,2,4]thiadiazin-3-yl)-pyrrolo[1,2-b]pyridazin-2-one (Example 9b, 0.257 g, 0.455 mmol), potassium phosphate (tribasic) (0.483 g, 2.28 mmol), copper(I) iodide (0.022 g, 0.11 mmol), sarcosine (0.024 g, 0.273 mmol, and methanesulfonamide (0.433 g, 4.55 mmol) were dissolved in N,N-dimethylformamide (9 mL) at 25° C. The mixture was heated to 100° C. for 6 h, then was allowed to cool to 25° C., diluted with ethyl acetate (10 mL), ...